describe an organic reaction: reactants, conditions, products, and yield From a dataset of the Open Reaction Database (ORD), a public repository of structured organic reaction records. Reactants: C([O-])([O-])=O.[K+].[K+] (potassium carbonate), ClC1=C(C(=O)[O-])C=C(C(C1)(F)F)N1C(N(C(=CC1=O)C(F)(F)F)C)=O.[K+] (potassium 2-chloro-4-fluoro-5-[3,6-dihydro-2,6-dioxo-3-methyl-4-trifluoromethyl-1(2H)-pyrimidinyl]-4-fluorobenzoate), C(Cl)C1CO1 (epichlorohydrin), O (water). Solvent: CN(C=O)C (dimethylformamide). Yields the product ClC1=C(C(=O)OCC2CO2)C=C(C(=C1)F)N1C(N(C(=CC1=O)C(F)(F)F)C)=O (2,3-epoxypropyl 2-chloro-5-[3,6-dihydro-2,6-dioxo-3-methyl-4 -trifluoromethyl-1(2H)-pyrimidinyl]-4-fluorobenzoate). As a reaction SMILES: [Cl:1][C:2]1[CH2:10][C:9]([F:12])(F)[C:8]([N:13]2[C:18](=[O:19])[CH:17]=[C:16]([C:20]([F:23])([F:22])[F:21])[N:15]([CH3:24])[C:14]2=[O:25])=[CH:7][C:3]=1[C:4]([O-:6])=[O:5].[K+].[CH2:27]([CH:29]1[O:31][CH2:30]1)Cl.O.C(=O)([O-])[O-].[K+].[K+]>CN(C)C=O>[Cl:1][C:2]1[CH:10]=[C:9]([F:12])[C:8]([N:13]2[C:18](=[O:19])[CH:17]=[C:16]([C:20]([F:23])([F:21])[F:22])[N:15]([CH3:24])[C:14]2=[O:25])=[CH:7][C:3]=1[C:4]([O:6][CH2:27][CH:29]1[O:31][CH2:30]1)=[O:5] |f:0.1,4.5.6|. Procedure: 3.0 g of potassium 2-chloro-4-fluoro-5-[3,6-dihydro-2,6-dioxo-3-methyl-4-trifluoromethyl-1(2H)-pyrimidinyl]-4-fluorobenzoate and 0.6 ml of epichlorohydrin are heated at 70° C. for 3 hours in 25 ml of dimethylformamide. Thereafter, the reaction solution is added to 500 ml of water and adjusted to pH 10 to 11 with a small amount of saturated potassium carbonate solution. It is extracted twice with 300 ml of ethyl acetate. The organic phases are washed twice with 200 ml of water, dried over anhydro...